This data is from the Open Reaction Database (ORD), a public repository of structured organic reaction records. The task is: describe an organic reaction: reactants, conditions, products, and yield Reactants: O=C1C2=C(OCC3C1CCCC3)C=C(C=C2)C(C(=O)O)C (2-(6,6a,7,8,9,10,10a,11-Octahydro-11-oxodibenz[b,e]oxepin-3-yl)propionic acid). The solvent is S(=O)(Cl)Cl (thionyl chloride). Conditions: time 2 hour. Product: O=C1C2=C(OCC3C1CCCC3)C=C(C=C2)C(C(=O)OCCC2=CC=CC=C2)C (Phenethyl 2-(6,6a,7,8,9,10,10a,11-octahydro-11-oxodibenz[b,e]oxepin-3-yl)propionate). Isolated yield 58.8%. As a reaction SMILES: [O:1]=[C:2]1[CH:8]2[CH2:9][CH2:10][CH2:11][CH2:12][CH:7]2[CH2:6][O:5][C:4]2[CH:13]=[C:14]([CH:17]([CH3:21])[C:18]([OH:20])=[O:19])[CH:15]=[CH:16][C:3]1=2>S(Cl)(Cl)=O>[O:1]=[C:2]1[CH:8]2[CH2:9][CH2:10][CH2:11][CH2:12][CH:7]2[CH2:6][O:5][C:4]2[CH:13]=[C:14]([CH:17]([CH3:21])[C:18]([O:20][CH2:8][CH2:2][C:3]3[CH:16]=[CH:15][CH:14]=[CH:13][CH:4]=3)=[O:19])[CH:15]=[CH:16][C:3]1=2. Reported procedure: 2-(6,6a,7,8,9,10,10a,11-Octahydro-11-oxodibenz[b,e]oxepin-3-yl)propionic acid (1.0 g) was added to thionyl chloride (10 ml) and the mixture was refluxed with stirring for 2 hours. The excess of thionyl chloride was distilled off under reduced pressure. To the oily residue was added a solution of phenethyl alcohol (2 ml) in xylene (20 ml) and the mixture was heated under reflux for 18 hours, cooled and poured into water. The xylene layers were separated, washed with water, dried over anhydrous so... Starting materials: CC(C)(C)[Si](C)(C)OC1CCC(N2CCCC2=O)CC1, Clc1cc(OCc2ccccc2)cc(Cl)c1CBr, C1CCOC1, CC(C)[N-]C(C)C, CCOC(C)=O, [Li+], [Na+], O=C([O-])O. Product: CC(C)(C)[Si](C)(C)OC1CCC(N2CCC(Cc3c(Cl)cc(OCc4ccccc4)cc3Cl)C2=O)CC1. RXN SMILES: [C:1]([CH3:2])([CH3:3])([CH3:4])[Si:5]([O:6][CH:7]1[CH2:8][CH2:9][CH:10]([N:13]2[C:14](=[O:18])[CH2:15][CH2:16][CH2:17]2)[CH2:11][CH2:12]1)([CH3:19])[CH3:20].[CH2:29]([c:30]1[cH:31][cH:32][cH:33][cH:34][cH:35]1)[O:36][c:37]1[cH:38][c:39]([Cl:46])[c:40]([CH2:44][Br:45])[c:41]([Cl:43])[cH:42]1.[CH2:47]1[O:48][CH2:49][CH2:50][CH2:51]1.[CH3:22][CH:23]([N-:24][CH:25]([CH3:26])[CH3:27])[CH3:28].[CH3:57][CH2:58][O:59][C:60]([CH3:61])=[O:62].[Li+:21].[Na+:56].[O-:52][C:53]([OH:54])=[O:55]>>[C:1]([CH3:2])([CH3:3])([CH3:4])[Si:5]([O:6][CH:7]1[CH2:8][CH2:9][CH:10]([N:13]2[C:14](=[O:18])[CH:15]([CH2:44][c:40]3[c:39]([Cl:46])[cH:38][c:37]([O:36][CH2:29][c:30]4[cH:31][cH:32][cH:33][cH:34][cH:35]4)[cH:42][c:41]3[Cl:43])[CH2:16][CH2:17]2)[CH2:11][CH2:12]1)([CH3:19])[CH3:20]. Reactants: C=C(C)C(=O)Cl, N#Cc1ccc(N)cc1C(F)(F)F. The product is C=C(C)C(=O)Nc1ccc(C#N)c(C(F)(F)F)c1. Reaction SMILES: [C:14]([C:15](=[CH2:16])[CH3:17])(=[O:18])[Cl:19].[C:1](#[N:2])[c:3]1[c:4]([C:10]([F:11])([F:12])[F:13])[cH:5][c:6]([NH2:7])[cH:8][cH:9]1>>[C:1](#[N:2])[c:3]1[c:4]([C:10]([F:11])([F:12])[F:13])[cH:5][c:6]([NH:7][C:14]([C:15](=[CH2:16])[CH3:17])=[O:18])[cH:8][cH:9]1. Starting materials: CC(C)(C)OC(=O)Nc1ccc(-c2ccccc2F)cc1NC(=O)CC(=O)c1ccnc(C#N)c1, ClCCl, O=C(O)C(F)(F)F. Product: N#Cc1cc(C2=Nc3ccc(-c4ccccc4F)cc3NC(=O)C2)ccn1. As a reaction SMILES: [C:1]([O:2][C:3](=[O:4])[NH:7][c:8]1[c:9]([NH:21][C:22]([CH2:23][C:24](=[O:5])[c:26]2[cH:27][c:28]([C:32]#[N:33])[n:29][cH:30][cH:31]2)=[O:34])[cH:10][c:11](-[c:14]2[c:15]([F:20])[cH:16][cH:17][cH:18][cH:19]2)[cH:12][cH:13]1)([CH3:6])([CH3:25])[CH3:35].[Cl:43][CH2:44][Cl:45].[F:36][C:37]([F:38])([F:39])[C:40]([OH:41])=[O:42]>>[N:7]1=[C:24]([c:26]2[cH:27][c:28]([C:32]#[N:33])[n:29][cH:30][cH:31]2)[CH2:23][C:22](=[O:34])[NH:21][c:9]2[c:8]1[cH:13][cH:12][c:11](-[c:14]1[c:15]([F:20])[cH:16][cH:17][cH:18][cH:19]1)[cH:10]2. Reactants: C(C=C)N1C(N(N(C1=O)CC=C)CC=C)=O (trisallylurazole), CCC(=O)OO (perpropionic acid), C1=CC=CC=C1 (benzene), C(C=C)N1C(N(N(C1=O)CC=C)CC=C)=O (trisallylurazole). Product: C(C=C)N1C(N(N(C1=O)CC1CO1)CC=C)=O (Diallylglycidylurazole). As a reaction SMILES: [CH2:1]([N:4]1[C:8](=[O:9])[N:7]([CH2:10][CH:11]=[CH2:12])[N:6]([CH2:13][CH:14]=[CH2:15])[C:5]1=[O:16])[CH:2]=[CH2:3].CCC(OO)=[O:20].C1C=CC=CC=1>>[CH2:1]([N:4]1[C:5](=[O:16])[N:6]([CH2:13][CH:14]2[O:20][CH2:15]2)[N:7]([CH2:10][CH:11]=[CH2:12])[C:8]1=[O:9])[CH:2]=[CH2:3]. Procedure: 6.895 kg (35 mol) of trisallylurazole were reacted with 31.5 kg of a 22% strength solution of perpropionic acid in benzene (77 mol) at 60° C. in a manner analogous to that described in Example 1. After a reaction time of 10 hours, the percarboxylic acid conversion was 97.2% and the conversion of trisallylurazole was 94.6%. Diallylglycidylurazole was formed in a selectivity of 28.3%, allyldiglycidylurazole was formed in a selectivity of 41.2% and trisglycidylurazole was formed with a selectivity ... Starting materials: [OH-].[Li+] (lithium hydroxide), OCC(OC1=CC=CC=C1)C1=CC=C(C(=O)OC)C=C1 (methyl 4-(2-hydroxy-1-phenoxyethyl)benzoate). Solvent: O1CCCC1 (tetrahydrofuran), C1(CC(C(CC1)C(C)C)O)C (menthol), O (water). Reaction conditions: time 1 hour. Product: OCC(OC1=CC=CC=C1)C1=CC=C(C(=O)O)C=C1 (4-(2-hydroxy-1-phenoxyethyl)benzoic acid). Yield: 79.0%. As a reaction SMILES: [OH-].[Li+].[OH:3][CH2:4][CH:5]([C:13]1[CH:22]=[CH:21][C:16]([C:17]([O:19]C)=[O:18])=[CH:15][CH:14]=1)[O:6][C:7]1[CH:12]=[CH:11][CH:10]=[CH:9][CH:8]=1>O1CCCC1.C1(C)CCC(C(C)C)C(O)C1.O>[OH:3][CH2:4][CH:5]([C:13]1[CH:14]=[CH:15][C:16]([C:17]([OH:19])=[O:18])=[CH:21][CH:22]=1)[O:6][C:7]1[CH:8]=[CH:9][CH:10]=[CH:11][CH:12]=1 |f:0.1|. Procedure details: To a solution of lithium hydroxide (400 mg, 10.2 mmol) in tetrahydrofuran, menthol and water (20 mL, 3:1:1, V/V) was added methyl 4-(2-hydroxy-1-phenoxyethyl)benzoate (400 mg, 1.47 mmol). The reaction mixture was stirred at room temperature for 1 hour. The mixture was quenched with 10% HCl (aqueous, 5 mL), extracted with dichloromethane and menthol (60 mL, 10:1), the combine organic layer was dried with anhydrous sodium sulfate, filtered and evaporated to give 4-(2-hydroxy-1-phenoxyethyl)benzoic... The reactants are CCN1CCN(CCOc2ccc(O)c(C(=O)Nc3cc(-c4ccccc4)ccc3C(=O)OC(C)(C)C)c2)CC1, O=C(O)C(F)(F)F. Product: CCN1CCN(CCOc2ccc(O)c(C(=O)Nc3cc(-c4ccccc4)ccc3C(=O)O)c2)CC1. RXN SMILES: [CH2:1]([CH3:2])[N:3]1[CH2:4][CH2:5][N:6]([CH2:9][CH2:10][O:11][c:12]2[cH:13][cH:14][c:15]([OH:40])[c:16]([C:17](=[O:18])[NH:19][c:20]3[c:21]([C:22](=[O:23])[O:24][C:25]([CH3:26])([CH3:27])[CH3:28])[cH:29][cH:30][c:31](-[c:33]4[cH:34][cH:35][cH:36][cH:37][cH:38]4)[cH:32]3)[cH:39]2)[CH2:7][CH2:8]1.[OH:41][C:42]([C:43]([F:44])([F:45])[F:46])=[O:47]>>[CH2:1]([CH3:2])[N:3]1[CH2:4][CH2:5][N:6]([CH2:9][CH2:10][O:11][c:12]2[cH:13][cH:14][c:15]([OH:40])[c:16]([C:17](=[O:18])[NH:19][c:20]3[c:21]([C:22](=[O:23])[OH:24])[cH:29][cH:30][c:31](-[c:33]4[cH:34][cH:35][cH:36][cH:37][cH:38]4)[cH:32]3)[cH:39]2)[CH2:7][CH2:8]1. Reactants: C(C1=CC=CC=C1)Br (benzyl bromide), C(C)(C)OC1CCC(N1)=O (5-isopropoxy-pyrrolidin-2-one), [OH-].[K+] (potassium hydroxide), n-tetra-butylammonium bromide. The solvent is O1CCCC1 (tetrahydrofuran). Conditions: time 1 hour. The product is C(C1=CC=CC=C1)N1C(CCC1OC(C)C)=O (1-benzyl-2-oxo-5-isopropoxy pyrrolidine). Isolated yield 71.2%. RXN SMILES: [CH:1]([O:4][CH:5]1[NH:9][C:8](=[O:10])[CH2:7][CH2:6]1)([CH3:3])[CH3:2].[OH-].[K+].[CH2:13](Br)[C:14]1[CH:19]=[CH:18][CH:17]=[CH:16][CH:15]=1>O1CCCC1>[CH2:13]([N:9]1[CH:5]([O:4][CH:1]([CH3:3])[CH3:2])[CH2:6][CH2:7][C:8]1=[O:10])[C:14]1[CH:19]=[CH:18][CH:17]=[CH:16][CH:15]=1 |f:1.2|. Procedure: To a suspension of 2.5 g of 5-isopropoxy-pyrrolidin-2-one, 1.23 g of potassium hydroxide hydrated to 85%, and 0.25 g of n-tetra-butylammonium bromide in 50 cm3 of tetrahydrofuran, there is added a solution of 2.99 g of benzyl bromide, without exceeding 30° C. After agitating for 1 hour at ambient temperature, the insoluble matter is filtered off and the solvent is evaporated. The residue (4 g) is distilled at 200° C. under 0.05 mbar. The distillate is chromatographed on silica (eluent: ethyl ace...